From a dataset of the Open Reaction Database (ORD), a public repository of structured organic reaction records. describe an organic reaction: reactants, conditions, products, and yield The reactants are CC1OC2=C(C1)C(=C(C(=C2C)C)N2CCNCC2)C (1-(2,4,6,7-tetramethyl-2,3-dihydro-1-benzofuran-5-yl)piperazine), BrC1=CC(=C(C=C1)OC)C (4-bromo-1-methoxy-2-methylbenzene), C=1C=CC(=CC1)P(C=2C=CC=CC2)C3=CC=C4C=CC=CC4=C3C5=C6C=CC=CC6=CC=C5P(C=7C=CC=CC7)C=8C=CC=CC8 (BINAP), CC(C)([O-])C.[Na+] (sodium tert-butoxide). Reagents/catalysts: C(C)(=O)[O-].[Pd+2].C(C)(=O)[O-] (palladium acetate). The solvent is C1(=CC=CC=C1)C (toluene), O (water). Yields the product COC1=C(C=C(C=C1)N1CCN(CC1)C=1C(=C(C2=C(CC(O2)C)C1C)C)C)C (1-(4-Methoxy-3-methylphenyl)-4-(2,4,6,7-tetramethyl-2,3-dihydro-1-benzofuran-5-yl)piperazine). The yield is 19.5%. As a reaction SMILES: [CH3:1][CH:2]1[CH2:6][C:5]2[C:7]([CH3:19])=[C:8]([N:13]3[CH2:18][CH2:17][NH:16][CH2:15][CH2:14]3)[C:9]([CH3:12])=[C:10]([CH3:11])[C:4]=2[O:3]1.Br[C:21]1[CH:26]=[CH:25][C:24]([O:27][CH3:28])=[C:23]([CH3:29])[CH:22]=1.C1C=CC(P(C2C(C3C(P(C4C=CC=CC=4)C4C=CC=CC=4)=CC=C4C=3C=CC=C4)=C3C(C=CC=C3)=CC=2)C2C=CC=CC=2)=CC=1.CC(C)([O-])C.[Na+]>C([O-])(=O)C.[Pd+2].C([O-])(=O)C.O.C1(C)C=CC=CC=1>[CH3:28][O:27][C:24]1[CH:25]=[CH:26][C:21]([N:16]2[CH2:15][CH2:14][N:13]([C:8]3[C:9]([CH3:12])=[C:10]([CH3:11])[C:4]4[O:3][CH:2]([CH3:1])[CH2:6][C:5]=4[C:7]=3[CH3:19])[CH2:18][CH2:17]2)=[CH:22][C:23]=1[CH3:29] |f:3.4,5.6.7|. Procedure: To the toluene (3.1 mL) solution of 1-(2,4,6,7-tetramethyl-2,3-dihydro-1-benzofuran-5-yl)piperazine (400 mg, 1.54 mmol) synthesized in Reference example 56, 4-bromo-1-methoxy-2-methylbenzene (464 mg, 2.31 mmol), palladium acetate (17 mg, 0.077 mmol), BINAP (143 mg, 0.231 mmol) and sodium tert-butoxide (296 mg, 3.08 mmol) were added and irradiated with microwave. The mixture was reacted for 15 minutes at 150° C. To the mixture solution, water was added and extracted with ethyl acetate. The extrac... Starting materials: ClC=1C=C(C=CC1Cl)C1(CCN(C1)CC1=CC(=C(C(=C1)OC)OC)OC)CCO (4-(3,4-dichloro-phenyl)-4-2-hydroxy-ethyl-1-(3,4,5-trim ethoxy-benzyl)-pyrrolidine), C(Br)(Br)(Br)Br (carbon tetrabromide), C1(=CC=CC=C1)P(C1=CC=CC=C1)C1=CC=CC=C1 (triphenylphosphine). The product is ClC=1C=C(C=CC1Cl)C1(CN(CC1)CC1=CC(=C(C(=C1)OC)OC)OC)CCBr (2-[3-(3,4-dichloro-phenyl)-1-(3,4,5-trimethoxy-benzyl)-pyrrolidin-3-yl]-ethyl-bromide). Reaction SMILES: [Cl:1][C:2]1[CH:3]=[C:4]([C:9]2([CH2:27][CH2:28]O)[CH2:13][N:12]([CH2:14][C:15]3[CH:20]=[C:19]([O:21][CH3:22])[C:18]([O:23][CH3:24])=[C:17]([O:25][CH3:26])[CH:16]=3)[CH2:11][CH2:10]2)[CH:5]=[CH:6][C:7]=1[Cl:8].C(Br)(Br)(Br)[Br:31].C1(P(C2C=CC=CC=2)C2C=CC=CC=2)C=CC=CC=1>>[Cl:1][C:2]1[CH:3]=[C:4]([C:9]2([CH2:27][CH2:28][Br:31])[CH2:10][CH2:11][N:12]([CH2:14][C:15]3[CH:20]=[C:19]([O:21][CH3:22])[C:18]([O:23][CH3:24])=[C:17]([O:25][CH3:26])[CH:16]=3)[CH2:13]2)[CH:5]=[CH:6][C:7]=1[Cl:8]. Procedure: Prepare according to the method of example 57.7 using 4-(3,4-dichloro-phenyl)-4-2-hydroxy-ethyl-1-(3,4,5-trim ethoxy-benzyl)-pyrrolidine (5 mmol), carbon tetrabromide (6.3 mmol), and triphenylphosphine (7.5 mmol). Purify to obtain the title compound. The reactants are COC1=CC2=C(CCNCC2)C=C1 (7-methoxy-2,3,4,5-tetrahydro-1H-benz[d]azepine), BrC1=C(C=CC(=C1)OC)C(=O)C1=CC=C(C=C1)OCCN1CCCCC1 ((2-bromo-4-methoxyphenyl)[4-(2-piperidin-1-ylethoxy)phenyl]methanone), COC1=CC(=C(C=C1)C(=O)C1=CC=C(C=C1)OCCN1CCCCC1)N1CCC2=C(CC1)C=C(C=C2)OC ([4-methoxy-2-(7-methoxy-1,2,4,5-tetrahydrobenz[d]azepin-3-yl)phenyl][4-(2-piperidin-1-ylethoxy)phenyl]methanone). Yields the product COC1=CC2=C(CCN(CC2)C2=C(C=CC(=C2)OC)CC2=CC=C(C=C2)OCCN2CCCCC2)C=C1 (7-methoxy-3-{5-methoxy-2-[4-(2-piperidin-1-ylethoxy)benzyl]phenyl}-2,3,4,5-tetrahydro-1H-benz[d]azepine). The yield is 83.6%. RXN SMILES: COC1C=CC2CCNCCC=2C=1.BrC1C=C(OC)C=CC=1C(C1C=CC(OCCN2CCCCC2)=CC=1)=O.[CH3:40][O:41][C:42]1[CH:47]=[CH:46][C:45]([C:48]([C:50]2[CH:55]=[CH:54][C:53]([O:56][CH2:57][CH2:58][N:59]3[CH2:64][CH2:63][CH2:62][CH2:61][CH2:60]3)=[CH:52][CH:51]=2)=O)=[C:44]([N:65]2[CH2:71][CH2:70][C:69]3[CH:72]=[C:73]([O:76][CH3:77])[CH:74]=[CH:75][C:68]=3[CH2:67][CH2:66]2)[CH:43]=1>>[CH3:77][O:76][C:73]1[CH:74]=[CH:75][C:68]2[CH2:67][CH2:66][N:65]([C:44]3[CH:43]=[C:42]([O:41][CH3:40])[CH:47]=[CH:46][C:45]=3[CH2:48][C:50]3[CH:55]=[CH:54][C:53]([O:56][CH2:57][CH2:58][N:59]4[CH2:60][CH2:61][CH2:62][CH2:63][CH2:64]4)=[CH:52][CH:51]=3)[CH2:71][CH2:70][C:69]=2[CH:72]=1. Reported procedure: Synthesized from 7-methoxy-2,3,4,5-tetrahydro-1H-benz[d]azepine and (2-bromo-4-methoxyphenyl)[4-(2-piperidin-1-ylethoxy)phenyl]methanone according to an analogous synthetic method to Example 116 described below, [4-methoxy-2-(7-methoxy-1,2,4,5-tetrahydrobenz[d]azepin-3-yl)phenyl][4-(2-piperidin-1-ylethoxy)phenyl]methanone (632 mg) was used according to an analogous synthetic method to Example 337 described below to provide 7-methoxy-3-{5-methoxy-2-[4-(2-piperidin-1-ylethoxy)benzyl]phenyl}-2,3,4,...